From a dataset of the Open Reaction Database (ORD), a public repository of structured organic reaction records. describe an organic reaction: reactants, conditions, products, and yield Starting materials: compound ( 6 ), ClC1=CC(=CC=C1)C(=O)OO (m-Chloroperbenzoic acid), ( 10 ), ON1C(CCC1=O)=O (N-hydroxysuccinimide). Solvent: C(Cl)Cl (CH2Cl2), CCOCC (ether). Conditions: time 16 hour. Product: title compound ( 10 ), ClC=1C=C(C(=O)O)C=CC1 (m-chlorobenzoic acid). RXN SMILES: ON1C(=O)CCC1=O.[Cl:9][C:10]1[CH:15]=[CH:14][CH:13]=[C:12]([C:16]([O:18]O)=[O:17])[CH:11]=1>C(Cl)Cl.CCOCC>[Cl:9][C:10]1[CH:11]=[C:12]([CH:13]=[CH:14][CH:15]=1)[C:16]([OH:18])=[O:17]. Procedure details: In an alternative synthesis of (10), N-hydroxysuccinimide (558 mg, 4.8 mmol) was added to a solution of compound (6) (500 mg, 2.4 mmol) in CH2Cl2 (10 mL) and the reaction mixture cooled to 0° C. m-Chloroperbenzoic acid (1.62 g, 7.2 mmol, commercial grade: 77% in water) was added over a period of 10 min and the mixture allowed to stir at room temperature for 16 h. The reaction mixture was diluted with ether (50 mL) and washed with water (2×10 mL), saturated sodium bicarbonate solution (10 mL) and... Starting materials: O=C(Br)CBr, CC(C)(C)OC(=O)N1CCNCC1, CCN(C(C)C)C(C)C, ClCCl. Product: CC(C)(C)OC(=O)N1CCN(C(=O)CBr)CC1. As a reaction SMILES: [Br:1][CH2:2][C:3](=[O:4])[Br:5].[C:6]([CH3:7])([CH3:8])([CH3:9])[O:10][C:11](=[O:12])[N:13]1[CH2:14][CH2:15][NH:16][CH2:17][CH2:18]1.[CH:19]([N:20]([CH:21]([CH3:22])[CH3:23])[CH2:24][CH3:25])([CH3:26])[CH3:27].[Cl:28][CH2:29][Cl:30]>>[Br:1][CH2:2][C:3](=[O:4])[N:16]1[CH2:15][CH2:14][N:13]([C:11]([O:10][C:6]([CH3:7])([CH3:8])[CH3:9])=[O:12])[CH2:18][CH2:17]1. Reactants: N (ammonia), C(C)(=O)OCC1CC=2N(C3=CC=CC=C3C2C=2C(OC(C2C2=CN(C3=CC=CC=C23)C)=O)=O)CCC1 (3-[9-(acetoxymethyl)-7,8,9,10-tetrahydro-6H-azepino[1,2-a]indol-11-yl]-4-(1-methyl-3-indolyl)furan-2,5-dione), N1=C(C=CC=C1C)C (2,6-lutidine), FC(S(=O)(=O)OS(=O)(=O)C(F)(F)F)(F)F (trifluoromethanesulfonic anhydride). Solvent: ClCCl (dichloromethane). Run at time 3 hour. Yields the product C(C)(=O)O.NCC1CC=2N(C3=CC=CC=C3C2C=2C(NC(C2C2=CN(C3=CC=CC=C23)C)=O)=O)CCC1 (3-[9-(aminomethyl)-7,8,9,10-tetrahydro-6H-azepino[1,2-a]indol-11-yl]-4-(1-methyl-3-indolyl)-1H-pyrrole-2,5-dione acetate). As a reaction SMILES: [C:1]([O:4][CH2:5][CH:6]1[CH2:36][CH2:35][CH2:34][N:9]2[C:10]3[C:15]([C:16]([C:17]4[C:18](=O)[O:19][C:20](=[O:32])[C:21]=4[C:22]4[C:30]5[C:25](=[CH:26][CH:27]=[CH:28][CH:29]=5)[N:24]([CH3:31])[CH:23]=4)=[C:8]2[CH2:7]1)=[CH:14][CH:13]=[CH:12][CH:11]=3)(=[O:3])[CH3:2].[N:37]1C(C)=CC=CC=1C.FC(F)(F)S(OS(C(F)(F)F)(=O)=O)(=O)=O.[NH3:60]>ClCCl>[C:1]([OH:4])(=[O:3])[CH3:2].[NH2:60][CH2:5][CH:6]1[CH2:36][CH2:35][CH2:34][N:9]2[C:10]3[C:15]([C:16]([C:17]4[C:18](=[O:19])[NH:37][C:20](=[O:32])[C:21]=4[C:22]4[C:30]5[C:25](=[CH:26][CH:27]=[CH:28][CH:29]=5)[N:24]([CH3:31])[CH:23]=4)=[C:8]2[CH2:7]1)=[CH:14][CH:13]=[CH:12][CH:11]=3 |f:5.6|. Procedure details: A solution of 150 mg of the product of Example 49 and 146 mg of 2,6-lutidine in 15 ml of dichloromethane was added to a solution of 290 mg of trifluoromethanesulfonic anhydride at 0° C. After 3 hours, 25 ml of 33% aqueous ammonia were added and the mixture was stirred for 16 hours. The mixture was extracted with dichloromethane and the combined extracts were dried and concentrated. Chromatography of the residue on silica gel with dichloromethane/methanol/acetic acid/water (90:18:3:2) gave 50 mg ... The reactants are BrC1=NC=2N(C(N(C(C2N1CC1=CC=C(C=C1)Cl)=O)CCCOC1OCCCC1)=O)C (8-bromo-7-(4-chlorobenzyl)-3-methyl-1-(3-(tetrahydro-2H-pyran-2-yloxy)propyl)-1H-purine-2,6(3H,7H)-dione), BrC1=NC=2N(C(N(C(C2N1CC1=CC=C(C=C1)Cl)=O)CCCOC1OCCCC1)=O)C (8-bromo-7-(4-chlorobenzyl)-3-methyl-1-(3-(tetrahydro-2H-pyran-2-yloxy)propyl)-1H-purine-2,6(3H,7H)-dione), C[S-].[Na+] (sodium thiomethoxide). Conditions: temperature 80 celsius. The product is ClC1=CC=C(CN2C(=NC=3N(C(N(C(C23)=O)CCCOC2OCCCC2)=O)C)SC)C=C1 (7-(4-chlorobenzyl)-3-methyl-8-(methylthio)-1-(3-(tetrahydro-2H-pyran-2-yloxy)propyl)-1H-purine-2,6(3H,7H)-dione). RXN SMILES: Br[C:2]1[N:10]([CH2:11][C:12]2[CH:17]=[CH:16][C:15]([Cl:18])=[CH:14][CH:13]=2)[C:9]2[C:8](=[O:19])[N:7]([CH2:20][CH2:21][CH2:22][O:23][CH:24]3[CH2:29][CH2:28][CH2:27][CH2:26][O:25]3)[C:6](=[O:30])[N:5]([CH3:31])[C:4]=2[N:3]=1.[CH3:32][S-:33].[Na+]>>[Cl:18][C:15]1[CH:16]=[CH:17][C:12]([CH2:11][N:10]2[C:9]3[C:8](=[O:19])[N:7]([CH2:20][CH2:21][CH2:22][O:23][CH:24]4[CH2:29][CH2:28][CH2:27][CH2:26][O:25]4)[C:6](=[O:30])[N:5]([CH3:31])[C:4]=3[N:3]=[C:2]2[S:33][CH3:32])=[CH:13][CH:14]=1 |f:1.2|. Procedure: 8-bromo-7-(4-chlorobenzyl)-3-methyl-1-(3-(tetrahydro-2H-pyran-2-yloxy)propyl)-1H-purine-2,6(3H,7H)-dione (0.15 g, 0.35 mmol, intermediate 14) was dissolved in sodium thiomethoxide (5 mL). The reaction was heated at 80° C. overnight. The mixture was cooled and partitioned between ethyl acetate and water. The combined organic layer was dried over sodium sulfate, filtered and concentrated to give a crude product which was used without purification. LCMS retention time 1.875 min; LCMS MH+-THP 395. Product: CS(=O)(=O)N1CCS(=O)c2ccccc2C1. RXN SMILES: [CH3:12][S:13](=[O:14])(=[O:15])[N:16]1[CH2:17][CH2:18][S:19][c:20]2[c:21]([cH:23][cH:24][cH:25][cH:26]2)[CH2:22]1.[Cl:27][CH2:28][Cl:29].[OH:1][O:2][C:3]([c:4]1[cH:5][c:6]([Cl:7])[cH:8][cH:9][cH:10]1)=[O:11]>>[O:1]=[S:19]1[CH2:18][CH2:17][N:16]([S:13]([CH3:12])(=[O:14])=[O:15])[CH2:22][c:21]2[c:20]1[cH:26][cH:25][cH:24][cH:23]2. Starting materials: CS(=O)(=O)N1CCSc2ccccc2C1, ClCCl, O=C(OO)c1cccc(Cl)c1.